Dataset: the Open Reaction Database (ORD), a public repository of structured organic reaction records. Task: describe an organic reaction: reactants, conditions, products, and yield Starting materials: C(=O)(O)C=1C=C2C(C(NC2=CC1)=O)=CC1=CNC2=NC=CC=C12 (5-carboxy-3-[(7-azaindol-3-yl)methylene]-2-oxindole), CO (methanol), OS(=O)(=O)O (H2SO4). The solvent is C1=CC=CC=C1 (benzene). The product is C(=O)(OC)C=1C=C2C(C(NC2=CC1)=O)=CC1=CNC2=NC=CC=C12 (5-carbomethoxy-3-[(7-azaindol-3-yl)methylene]-2-oxindole). Isolated yield 90.0%. RXN SMILES: [C:1]([C:4]1[CH:5]=[C:6]2[C:10](=[CH:11][CH:12]=1)[NH:9][C:8](=[O:13])[C:7]2=[CH:14][C:15]1[C:23]2[C:18](=[N:19][CH:20]=[CH:21][CH:22]=2)[NH:17][CH:16]=1)([OH:3])=[O:2].[CH3:24]O.OS(O)(=O)=O>C1C=CC=CC=1>[C:1]([C:4]1[CH:5]=[C:6]2[C:10](=[CH:11][CH:12]=1)[NH:9][C:8](=[O:13])[C:7]2=[CH:14][C:15]1[C:23]2[C:18](=[N:19][CH:20]=[CH:21][CH:22]=2)[NH:17][CH:16]=1)([O:3][CH3:24])=[O:2]. Procedure: A solution of 5-carboxy-3-[(7-azaindol-3-yl)methylene]-2-oxindole (3.053 g, 10 mmol), methanol (3.2 g, 0.1 mol) and H2SO4 95% (1 g) in benzene (100 ml) was heated in a Soxhlet apparatus for 10 h. To dry the distillate continuously, the cap of the Soxhlet contained anhydrous MgSO4. After cooling, water was added, the organic phase repeatedly washed with water and then evaporated under vacuum. Thus almost pure title compound was obtained in about 90% yield. Reactants: CCCCCCCCCC(=O)N(C)Cc1cccc(-c2ccc(C=C3SC(=O)NC3=O)cc2)c1, C1COCCO1. Product: CCCCCCCCCC(=O)N(C)Cc1cccc(-c2ccc(CC3SC(=O)NC3=O)cc2)c1. As a reaction SMILES: [O:1]=[C:2]1[S:3][C:4](=[CH:8][c:9]2[cH:10][cH:11][c:12](-[c:15]3[cH:16][c:17]([CH2:21][N:22]([C:23]([CH2:24][CH2:25][CH2:26][CH2:27][CH2:28][CH2:29][CH2:30][CH2:31][CH3:32])=[O:33])[CH3:34])[cH:18][cH:19][cH:20]3)[cH:13][cH:14]2)[C:5](=[O:7])[NH:6]1.[O:35]1[CH2:36][CH2:37][O:38][CH2:39][CH2:40]1>>[O:1]=[C:2]1[S:3][CH:4]([CH2:8][c:9]2[cH:10][cH:11][c:12](-[c:15]3[cH:16][c:17]([CH2:21][N:22]([C:23]([CH2:24][CH2:25][CH2:26][CH2:27][CH2:28][CH2:29][CH2:30][CH2:31][CH3:32])=[O:33])[CH3:34])[cH:18][cH:19][cH:20]3)[cH:13][cH:14]2)[C:5](=[O:7])[NH:6]1. Starting materials: CC(C)(C)OC(=O)N1CCCC(c2ccccc2)C1C(=O)O, CCN=C=NCCCN(C)C, CCOC(C)=O, Cl, [K+], NNC(=O)C1CN(C(=O)OCc2ccccc2)C1, CN(C)C=O, O, On1nnc2cccnc21, O=S(=O)([O-])O. Yields the product CC(C)(C)OC(=O)N1CCCC(c2ccccc2)C1C(=O)NNC(=O)C1CN(C(=O)OCc2ccccc2)C1. As a reaction SMILES: [C:19]([CH3:20])([CH3:21])([CH3:22])[O:23][C:24](=[O:25])[N:26]1[CH:27]([C:38](=[O:39])[OH:40])[CH:28]([c:32]2[cH:33][cH:34][cH:35][cH:36][cH:37]2)[CH2:29][CH2:30][CH2:31]1.[CH3:42][N:43]([CH3:44])[CH2:45][CH2:46][CH2:47][N:48]=[C:49]=[N:50][CH2:51][CH3:52].[CH3:75][CH2:76][O:77][C:78]([CH3:79])=[O:80].[ClH:41].[K+:68].[NH:1]([NH2:2])[C:3](=[O:4])[CH:5]1[CH2:6][N:7]([C:9](=[O:10])[O:11][CH2:12][c:13]2[cH:14][cH:15][cH:16][cH:17][cH:18]2)[CH2:8]1.[O:69]=[CH:70][N:71]([CH3:72])[CH3:73].[OH2:74].[OH:53][n:54]1[c:55]2[n:56][cH:57][cH:58][cH:59][c:60]2[n:61][n:62]1.[S:63]([O-:64])([OH:65])(=[O:66])=[O:67]>>[NH:1]([NH:2][C:38]([CH:27]1[N:26]([C:24]([O:23][C:19]([CH3:20])([CH3:21])[CH3:22])=[O:25])[CH2:31][CH2:30][CH2:29][CH:28]1[c:32]1[cH:33][cH:34][cH:35][cH:36][cH:37]1)=[O:39])[C:3](=[O:4])[CH:5]1[CH2:6][N:7]([C:9](=[O:10])[O:11][CH2:12][c:13]2[cH:14][cH:15][cH:16][cH:17][cH:18]2)[CH2:8]1. Starting materials: ClCCl, COc1nc(C=C(C)C(=O)OC(C)(C)C)ccc1-n1cnc(C)c1, O=C(O)C(F)(F)F. Yields the product COc1nc(C=C(C)C(=O)O)ccc1-n1cnc(C)c1. As a reaction SMILES: [CH2:32]([Cl:33])[Cl:34].[CH3:1][O:2][c:3]1[c:4](-[n:19]2[cH:20][n:21][c:22]([CH3:24])[cH:23]2)[cH:5][cH:6][c:7]([CH:9]=[C:10]([C:11](=[O:12])[O:13][C:14]([CH3:15])([CH3:16])[CH3:17])[CH3:18])[n:8]1.[OH:25][C:26]([C:27]([F:28])([F:29])[F:30])=[O:31]>>[CH3:1][O:2][c:3]1[c:4](-[n:19]2[cH:20][n:21][c:22]([CH3:24])[cH:23]2)[cH:5][cH:6][c:7]([CH:9]=[C:10]([C:11](=[O:12])[OH:13])[CH3:18])[n:8]1. Reactants: CC(C)(C)OC(=O)NCC(=O)O, NCC(=O)OCc1ccccc1, CC(NC(=O)Cc1cc(F)cc(F)c1)C(=O)O, OCc1ccccc1. Yields the product CC(NC(=O)Cc1cc(F)cc(F)c1)C(=O)NCC(=O)OCc1ccccc1. RXN SMILES: [C:30]([NH:31][CH2:32][C:33]([OH:34])=[O:35])([O:36][C:37]([CH3:38])([CH3:39])[CH3:40])=[O:41].[CH2:18]([c:19]1[cH:20][cH:21][cH:22][cH:23][cH:24]1)[O:25][C:26]([CH2:27][NH2:28])=[O:29].[F:1][c:2]1[cH:3][c:4]([CH2:9][C:10](=[O:11])[NH:12][CH:13]([CH3:14])[C:15](=[O:16])[OH:17])[cH:5][c:6]([F:8])[cH:7]1.[OH:42][CH2:43][c:44]1[cH:45][cH:46][cH:47][cH:48][cH:49]1>>[F:1][c:2]1[cH:3][c:4]([CH2:9][C:10](=[O:11])[NH:12][CH:13]([CH3:14])[C:15](=[O:17])[NH:28][CH2:27][C:26]([O:25][CH2:18][c:19]2[cH:20][cH:21][cH:22][cH:23][cH:24]2)=[O:29])[cH:5][c:6]([F:8])[cH:7]1.